This data is from the Open Reaction Database (ORD), a public repository of structured organic reaction records. The task is: describe an organic reaction: reactants, conditions, products, and yield Starting materials: NC=1SC=C(N1)C(C(=O)NC1[C@@H]2N(C(=C(CS2)Cl)C(=O)OCC2=CC=C(C=C2)[N+](=O)[O-])C1=O)=NO (4-Nitrobenzyl 7-[2-(2-aminothiazol-4-yl)-2-hydroxyiminoacetamido]-3-chloro-3-cephem-4-carboxylate), CO (methanol), O (water). The reagents and catalysts are [C].[Pd] (palladium carbon). The solvent is O1CCCC1 (tetrahydrofuran). Product: NC=1SC=C(N1)C(C(=O)NC1[C@@H]2N(C(=C(CS2)Cl)C(=O)O)C1=O)=NO (7-[2-(2-aminothiazol-4-yl)-2-hydroxyiminoacetamido]-3-chloro-3-cephem-4-carboxylic acid). Yield: 34.2%. Reaction SMILES: [NH2:1][C:2]1[S:3][CH:4]=[C:5]([C:7](=[N:34][OH:35])[C:8]([NH:10][CH:11]2[C:32](=[O:33])[N:13]3[C:14]([C:19]([O:21]CC4C=CC([N+]([O-])=O)=CC=4)=[O:20])=[C:15]([Cl:18])[CH2:16][S:17][C@H:12]23)=[O:9])[N:6]=1.CO.O>[C].[Pd].O1CCCC1>[NH2:1][C:2]1[S:3][CH:4]=[C:5]([C:7](=[N:34][OH:35])[C:8]([NH:10][CH:11]2[C:32](=[O:33])[N:13]3[C:14]([C:19]([OH:21])=[O:20])=[C:15]([Cl:18])[CH2:16][S:17][C@H:12]23)=[O:9])[N:6]=1 |f:3.4|. Reported procedure: 4-Nitrobenzyl 7-[2-(2-aminothiazol-4-yl)-2-hydroxyiminoacetamido]-3-chloro-3-cephem-4-carboxylate (syn isomer, 5.0 g.), 10% palladium carbon (3.0 g.), methanol (100 ml.), water (10 ml.) and tetrahydrofuran (150 ml.) were treated in a similar manner to that of Example 37-(2), to give 7-[2-(2-aminothiazol-4-yl)-2-hydroxyiminoacetamido]-3-chloro-3-cephem-4-carboxylic acid (syn isomer, 1.28 g.). The reactants are BrC1=NC(=CC(=C1)S(=O)(=O)C1=CC=C(C=C1)N)Br (4-(2,6-dibromopyridine-4-sulphonyl)-phenylamine), O1CCOCC1 (dioxane), CNCCCN (3-methylaminopropylamine). Reaction conditions: time 2 hour. Product: NC1=CC=C(C=C1)S(=O)(=O)C=1C=C(C=C(C1)Br)NCCCNC (N-[3-(4-aminobenzenesulphonyl)-5-bromophenyl]-N'-methylpropane-1,3-diamine). The yield is 42.0%. RXN SMILES: Br[C:2]1[CH:7]=[C:6]([S:8]([C:11]2[CH:16]=[CH:15][C:14]([NH2:17])=[CH:13][CH:12]=2)(=[O:10])=[O:9])[CH:5]=[C:4]([Br:18])[N:3]=1.[CH3:19][NH:20][CH2:21][CH2:22][CH2:23]N.O1CCOC[CH2:26]1>>[NH2:17][C:14]1[CH:15]=[CH:16][C:11]([S:8]([C:6]2[CH:7]=[C:2]([NH:3][CH2:23][CH2:22][CH2:21][NH:20][CH3:19])[CH:26]=[C:4]([Br:18])[CH:5]=2)(=[O:10])=[O:9])=[CH:12][CH:13]=1. Reported procedure: 0.20 g (0.00051 mol) of 4-(2,6-dibromopyridine-4-sulphonyl)-phenylamine was dissolved in 10 ml of dioxane and treated with 5.1 ml of 3-methylaminopropylamine. The mixture was stirred at room temperature for 2 hrs., the solvent was removed and the residue was chromatographed twice on silica gel, firstly with 20% methanol in dichloromethane and then with 10% methanol in dichloromethane. There was obtained 0.085 g (42%) of N-[3-(4-aminobenzenesulphonyl)-5-bromophenyl]-N'-methylpropane-1,3-diamine a... Reactants: BrCC(CC)=O (1-bromo-2-butanone), Cl (hydrochloric acid), C(CCCC)C1CCC(CC1)C1CCC(CC1)O (4-(4-pentylcyclohexyl) cyclohexanol), [H-].[Na+] (sodium hydride), BrCC1(OCCCO1)CC (2-bromomethyl-2-ethyl-1,3-dioxane). The solvent is C1(=CC=CC=C1)C (toluene), C1CCOC1 (THF), C1CCOC1 (THF), CN(C)C=O (DMF), C1(=CC=CC=C1)C (toluene), C1CCOC1 (THF). Reaction conditions: time 1 hour. Yields the product C(CCCC)C1CCC(CC1)C1CCC(CC1)OCC(CC)=O (4-(4-pentylcyclohexyl)-(2-oxobutyloxy)cyclohexane). Yield: 64.8%. RXN SMILES: [CH2:1]([CH:6]1[CH2:11][CH2:10][CH:9]([CH:12]2[CH2:17][CH2:16][CH:15]([OH:18])[CH2:14][CH2:13]2)[CH2:8][CH2:7]1)[CH2:2][CH2:3][CH2:4][CH3:5].[H-].[Na+].Br[CH2:22][C:23]1([CH2:29][CH3:30])OCCC[O:24]1.BrCC(=O)CC.Cl>C1COCC1.C1(C)C=CC=CC=1.CN(C=O)C>[CH2:1]([CH:6]1[CH2:11][CH2:10][CH:9]([CH:12]2[CH2:17][CH2:16][CH:15]([O:18][CH2:22][C:23](=[O:24])[CH2:29][CH3:30])[CH2:14][CH2:13]2)[CH2:8][CH2:7]1)[CH2:2][CH2:3][CH2:4][CH3:5] |f:1.2|. Procedure details: A solution of 25.2 g (0.1 mol) of 4-(4-pentylcyclohexyl) cyclohexanol in 50 ml of THF was added dropwise to a mixture of 5.2 g (0.11 mol) of sodium hydride and 20 ml of THF at a temperature of lower than 10° C. Then, 50 ml of DMF was further added and stirred for 1 hour at a room temperature. While keeping inside of the reaction system at a temperature of lower than 0°C., a solution of 21 g (0.1 mol) of 2-bromomethyl-2-ethyl-1,3-dioxane derived from commercially available 1-bromo-2-butanone in 5... The reactants are BrC1=C(C(=CC=2N=CSC21)C)O (7-bromo-5-methylbenzo[d]thiazol-6-ol), ClC1=CC=C(C=C1)B(O)O (4-chlorophenyl boronic acid), C(=O)([O-])[O-].[K+].[K+] (K2CO3). Reagents/catalysts: C=1C=CC(=CC1)[P](C=2C=CC=CC2)(C=3C=CC=CC3)[Pd]([P](C=4C=CC=CC4)(C=5C=CC=CC5)C=6C=CC=CC6)([P](C=7C=CC=CC7)(C=8C=CC=CC8)C=9C=CC=CC9)[P](C=1C=CC=CC1)(C=1C=CC=CC1)C=1C=CC=CC1 (Pd(PPh3)4). Run in O (water), COCCOC (1,2-dimethoxyethane), O (H2O). Conditions: temperature 110 celsius. Product: ClC1=CC=C(C=C1)C1=C(C(=CC=2N=CSC21)C)O (7-(4-chlorophenyl)-5-methylbenzo[d]thiazol-6-ol). As a reaction SMILES: Br[C:2]1[C:10]2[S:9][CH:8]=[N:7][C:6]=2[CH:5]=[C:4]([CH3:11])[C:3]=1[OH:12].[Cl:13][C:14]1[CH:19]=[CH:18][C:17](B(O)O)=[CH:16][CH:15]=1.C([O-])([O-])=O.[K+].[K+]>COCCOC.O.C1C=CC([P]([Pd]([P](C2C=CC=CC=2)(C2C=CC=CC=2)C2C=CC=CC=2)([P](C2C=CC=CC=2)(C2C=CC=CC=2)C2C=CC=CC=2)[P](C2C=CC=CC=2)(C2C=CC=CC=2)C2C=CC=CC=2)(C2C=CC=CC=2)C2C=CC=CC=2)=CC=1>[Cl:13][C:14]1[CH:19]=[CH:18][C:17]([C:2]2[C:10]3[S:9][CH:8]=[N:7][C:6]=3[CH:5]=[C:4]([CH3:11])[C:3]=2[OH:12])=[CH:16][CH:15]=1 |f:2.3.4,^1:39,41,60,79|. Procedure: The reaction mixture of 7-bromo-5-methylbenzo[d]thiazol-6-ol (5D) (90 mg, 0.37 mmol), 4-chlorophenyl boronic acid (86 mg, 0.55 mmol), Pd(PPh3)4 (40 mg, 0.037 mmol), K2CO3 (153 mg, 1.11 mmol) in 1,2-dimethoxyethane (1 ml)/H2O(0.5 ml) was heated at 110° C. in the microwave for 10 min. Then the reaction mixture was diluted with water, extracted with ethyl acetate. The organic layer was dried over MgSO4, filtered, concentrated and purified by silica gel column (0-100% ethyl acetate/hexanes). LCMS-ES... Starting materials: [Br-], CCC[Mg+], C1CCOC1, Fc1cc(CCCCC2CC[Si](Cl)(c3ccccc3)CC2)cc(F)c1OC(F)F. Yields the product CCC[Si]1(c2ccccc2)CCC(CCCCc2cc(F)c(OC(F)F)c(F)c2)CC1. RXN SMILES: [Br-:1].[CH2:2]([CH2:3][CH3:4])[Mg+:5].[CH2:35]1[O:36][CH2:37][CH2:38][CH2:39]1.[Cl:6][Si:7]1([c:29]2[cH:30][cH:31][cH:32][cH:33][cH:34]2)[CH2:8][CH2:9][CH:10]([CH2:13][CH2:14][CH2:15][CH2:16][c:17]2[cH:18][c:19]([F:28])[c:20]([O:24][CH:25]([F:26])[F:27])[c:21]([F:23])[cH:22]2)[CH2:11][CH2:12]1>>[CH2:2]([CH2:3][CH3:4])[Si:7]1([c:29]2[cH:30][cH:31][cH:32][cH:33][cH:34]2)[CH2:8][CH2:9][CH:10]([CH2:13][CH2:14][CH2:15][CH2:16][c:17]2[cH:18][c:19]([F:28])[c:20]([O:24][CH:25]([F:26])[F:27])[c:21]([F:23])[cH:22]2)[CH2:11][CH2:12]1. Reactants: C(C)(C)(C)C1=C(C(=CC=C1)C(C)(C)C)O (2,6-di-t-butyl phenol), C(CCC)[Li] (n-butyl lithium), monocyclopentadienyl titanium chloride(CpTiCl3). The solvent is C1(=CC=CC=C1)C (toluene). The product is C(C)(C)(C)C1=C(O[Li])C(=CC=C1)C(C)(C)C (2,6-di-t-butyl phenoxy lithium). Isolated yield 95.0%. As a reaction SMILES: [C:1]([C:5]1[CH:10]=[CH:9][CH:8]=[C:7]([C:11]([CH3:14])([CH3:13])[CH3:12])[C:6]=1[OH:15])([CH3:4])([CH3:3])[CH3:2].C([Li:20])CCC>C1(C)C=CC=CC=1>[C:11]([C:7]1[CH:8]=[CH:9][CH:10]=[C:5]([C:1]([CH3:4])([CH3:3])[CH3:2])[C:6]=1[O:15][Li:20])([CH3:14])([CH3:13])[CH3:12]. Reported procedure: Both 10 mmol (2.2 g) of monocyclopentadienyl titanium chloride(CpTiCl3) and 100 ml of toluene were added to a 200 ml Schlenk reactor in the atmosphere of inert gas. Then, 10 mmol of 2,6-di-t-butyl phenoxy lithium, so obtained from the reaction between 2,6-di-t-butyl phenol and n-butyl lithium, was slowly added to the mixture. The reactional solution was stirred at room temperature and stood for 1 hour. After 1 hour, some mixture was collected and was analyzed by 1H-NMR spectroscopy to ascertain ...